This data is from the Open Reaction Database (ORD), a public repository of structured organic reaction records. The task is: describe an organic reaction: reactants, conditions, products, and yield The reactants are C(C)OC(=O)C=1C(=NN(C1CO)C)C (4-ethoxycarbonyl-5-(1-hydroxymethyl)-1,3-dimethylpyrazole), S(=O)(Cl)Cl (thionyl chloride). Solvent: ClCCl (dichloromethane). Yields the product ClCC1=C(C(=NN1C)C)C(=O)OCC (Ethyl 5-(chloromethyl)-1,3-dimethyl-1H-pyrazole-4-carboxylate). As a reaction SMILES: [CH2:1]([O:3][C:4]([C:6]1[C:7]([CH3:14])=[N:8][N:9]([CH3:13])[C:10]=1[CH2:11]O)=[O:5])[CH3:2].S(Cl)([Cl:17])=O>ClCCl>[Cl:17][CH2:11][C:10]1[N:9]([CH3:13])[N:8]=[C:7]([CH3:14])[C:6]=1[C:4]([O:3][CH2:1][CH3:2])=[O:5]. Procedure: This material was combined with the product of a second reaction (5.0 g of 4-ethoxycarbonyl-5-(1-hydroxymethyl)-1,3-dimethylpyrazole and 1.93 ml thionyl chloride), dissolved in dichloromethane, washed with brine, dried (MgSO4) and concentrated to give 10.7 g of a solid, mp. 81°-83° C. The reactants are c1c2c(cc3c1OCO3)CCNCC2, C=CCN1CCc2cc3c(cc2CC1)OCO3, CN(C)CCCCl, CN(C)C=O, Cl, Cl, [H-], [Na+], O. Yields the product CN(C)CCCN1CCc2cc3c(cc2CC1)OCO3, Cl. Reaction SMILES: [CH2:1]1[O:2][c:3]2[cH:4][c:5]3[c:6]([cH:12][c:13]2[O:14]1)[CH2:7][CH2:8][NH:9][CH2:10][CH2:11]3.[CH2:25]([N:26]1[CH2:27][CH2:28][c:29]2[cH:30][c:31]3[c:35]([cH:36][c:37]2[CH2:38][CH2:39]1)[O:34][CH2:33][O:32]3)[CH:40]=[CH2:41].[CH3:17][N:18]([CH2:19][CH2:20][CH2:21][Cl:22])[CH3:23].[CH3:43][N:44]([CH3:45])[CH:46]=[O:47].[ClH:24].[ClH:42].[H-:15].[Na+:16].[OH2:48]>>[CH2:1]1[O:2][c:3]2[cH:4][c:5]3[c:6]([cH:12][c:13]2[O:14]1)[CH2:7][CH2:8][N:9]([CH2:21][CH2:20][CH2:19][N:18]([CH3:17])[CH3:23])[CH2:10][CH2:11]3.[ClH:22]. Reactants: Cc1ccc(S(=O)(=O)n2ncc3c(C(=O)O)cc(Br)cc32)cc1, CC1CN(CC(=O)NN)CC(C)O1, CCN(C(C)C)C(C)C, C1CCOC1, O=S(Cl)Cl. Product: Cc1ccc(S(=O)(=O)n2ncc3c(C(=O)NNC(=O)CN4CC(C)OC(C)C4)cc(Br)cc32)cc1. RXN SMILES: [Br:1][c:2]1[cH:3][c:4]([C:21](=[O:22])[OH:23])[c:5]2[cH:6][n:7][n:8]([S:11](=[O:12])(=[O:13])[c:14]3[cH:15][cH:16][c:17]([CH3:20])[cH:18][cH:19]3)[c:9]2[cH:10]1.[CH3:28][CH:29]1[O:30][CH:31]([CH3:40])[CH2:32][N:33]([CH2:35][C:36](=[O:37])[NH:38][NH2:39])[CH2:34]1.[CH:41]([N:42]([CH2:43][CH3:44])[CH:45]([CH3:46])[CH3:47])([CH3:48])[CH3:49].[O:50]1[CH2:51][CH2:52][CH2:53][CH2:54]1.[S:24]([Cl:25])([Cl:26])=[O:27]>>[Br:1][c:2]1[cH:3][c:4]([C:21](=[O:22])[NH:39][NH:38][C:36]([CH2:35][N:33]2[CH2:32][CH:31]([CH3:40])[O:30][CH:29]([CH3:28])[CH2:34]2)=[O:37])[c:5]2[cH:6][n:7][n:8]([S:11](=[O:12])(=[O:13])[c:14]3[cH:15][cH:16][c:17]([CH3:20])[cH:18][cH:19]3)[c:9]2[cH:10]1. The reactants are C(#N)C1=CC(=C(C(=O)OC)C=C1)C (methyl 4-cyano-2-methylbenzoate), BrC1=CC(=C(C(=O)OC)C=C1)C (methyl 4-bromo-2-methylbenzoate), C(#N)[Cu] (CuCN). Solvent: hexanes, CCOC(=O)C (EtOAc), CN(C)C=O (DMF), CCOC(=O)C (EtOAc). Run at temperature 175 celsius, time 6 hour. The product is O=C1NCC2=CC(=CC=C12)C(=O)O (1-oxoisoindoline-5-carboxylic acid). Reaction SMILES: C(C1C=CC(C([O:9][CH3:10])=O)=C(C)C=1)#N.Br[C:15]1[CH:24]=[CH:23][C:18]([C:19]([O:21]C)=[O:20])=[C:17](C)[CH:16]=1.[C:26]([Cu])#[N:27]>CN(C=O)C.CCOC(C)=O>[O:9]=[C:10]1[C:15]2[C:16](=[CH:17][C:18]([C:19]([OH:21])=[O:20])=[CH:23][CH:24]=2)[CH2:26][NH:27]1. Procedure: methyl 4-cyano-2-methylbenzoate. To a stirred solution of methyl 4-bromo-2-methylbenzoate (2 g, 8.7 mmol) in DMF (20 mL), was added CuCN (1.9 g, 12.2 mmol). The reaction was then stirred at 175° C. for 6 h. The progress of the reaction was monitored by TLC (10% EtOAc in hexanes). The reaction was diluted with EtOAc (10 mL) and filtered through Celite® brand filtering agent. The filtrate was concentrated in vacuo and the material was purified by column chromatography (SiO2, 0-50% EtOAc in hexanes... Reactants: CN1C(=NC(=CC1=O)N1CCOCC1)CC(=O)[O-].[Na+] (sodium [1-methyl-4-(morpholin-4-yl)-6-oxo-1,6-dihydropyrimidin-2-yl]acetate), S1C2=C(C=C1)C(=CC=C2)N (benzo[b]thiophen-4-ylamine), Cl.CN(CCCN=C=NCC)C (N-[3-(dimethylamino)propyl]-N′-ethylcarbodiimide hydrochloride). The solvent is N1=CC=CC=C1 (pyridine), CN(C=O)C (N,N-dimethylformamide). Product: S1C=CC2=C1C=CC=C2NC(CC=2N(C(C=C(N2)N2CCOCC2)=O)C)=O (N-(1-benzothiophen-4-yl)-2-[1-methyl-4-(morpholin-4-yl)-6-oxo-1,6-dihydropyrimidin-2-yl]acetamide). Yield: 14.3%. Reaction SMILES: [CH3:1][N:2]1[C:7](=[O:8])[CH:6]=[C:5]([N:9]2[CH2:14][CH2:13][O:12][CH2:11][CH2:10]2)[N:4]=[C:3]1[CH2:15][C:16]([O-:18])=O.[Na+].[S:20]1[CH:24]=[CH:23][C:22]2[C:25]([NH2:29])=[CH:26][CH:27]=[CH:28][C:21]1=2.Cl.CN(C)CCCN=C=NCC>N1C=CC=CC=1.CN(C)C=O>[S:20]1[C:21]2[CH:28]=[CH:27][CH:26]=[C:25]([NH:29][C:16](=[O:18])[CH2:15][C:3]3[N:2]([CH3:1])[C:7](=[O:8])[CH:6]=[C:5]([N:9]4[CH2:10][CH2:11][O:12][CH2:13][CH2:14]4)[N:4]=3)[C:22]=2[CH:23]=[CH:24]1 |f:0.1,3.4|. Reported procedure: The product is prepared according to the procedure described in example 86, using 551 mg of sodium [1-methyl-4-(morpholin-4-yl)-6-oxo-1,6-dihydropyrimidin-2-yl]acetate, 328 mg of benzo[b]thiophen-4-ylamine and 498 mg of N-[3-(dimethylamino)propyl]-N′-ethylcarbodiimide hydrochloride in a mixture of 324 μl of pyridine and 8.0 ml of N,N-dimethylformamide. 110 mg of N-(1-benzothiophen-4-yl)-2-[1-methyl-4-(morpholin-4-yl)-6-oxo-1,6-dihydropyrimidin-2-yl]acetamide are obtained in the form of a white p...